Dataset: the Open Reaction Database (ORD), a public repository of structured organic reaction records. Task: describe an organic reaction: reactants, conditions, products, and yield Starting materials: NC1=C(C2=C(N(C(CCC2)=O)C)C=C1)OC (7-Amino-6-methoxy-1-methyl-1,3,4,5-tetrahydro-benzo[b]azepin-2-one), ClC1=NC=C(C(=N1)NC1=C(C(=O)NC)C=CC=C1)Cl (2-(2,5-Dichloro-pyrimidin-4-ylamino)-N-methyl-benzamide), Cl (HCl), O1CCOCC1 (Dioxane), C([O-])([O-])=O (Carbonate). Solvent: COCCO (2-methoxyethanol). Reaction conditions: temperature 110 celsius. Product: ClC=1C(=NC(=NC1)NC1=C(C2=C(N(C(CCC2)=O)C)C=C1)OC)NC1=C(C(=O)NC)C=CC=C1 (2-[5-Chloro-2-(6-methoxy-1-methyl-2-oxo-2,3,4,5-tetrahydro-1H-benzo[b]azepin-7-ylamino)-pyrimidin-4-ylamino]-N-methyl-benzamide). The yield is 25.3%. As a reaction SMILES: [NH2:1][C:2]1[CH:14]=[CH:13][C:5]2[N:6]([CH3:12])[C:7](=[O:11])[CH2:8][CH2:9][CH2:10][C:4]=2[C:3]=1[O:15][CH3:16].Cl[C:18]1[N:23]=[C:22]([NH:24][C:25]2[CH:34]=[CH:33][CH:32]=[CH:31][C:26]=2[C:27]([NH:29][CH3:30])=[O:28])[C:21]([Cl:35])=[CH:20][N:19]=1.Cl.O1CCOCC1.C(=O)([O-])[O-]>COCCO>[Cl:35][C:21]1[C:22]([NH:24][C:25]2[CH:34]=[CH:33][CH:32]=[CH:31][C:26]=2[C:27]([NH:29][CH3:30])=[O:28])=[N:23][C:18]([NH:1][C:2]2[CH:14]=[CH:13][C:5]3[N:6]([CH3:12])[C:7](=[O:11])[CH2:8][CH2:9][CH2:10][C:4]=3[C:3]=2[O:15][CH3:16])=[N:19][CH:20]=1. Procedure: To a solution of 7-Amino-6-methoxy-1-methyl-1,3,4,5-tetrahydro-benzo[b]azepin-2-one (50 mg, 0.227 mmol) and 2-(2,5-Dichloro-pyrimidin-4-ylamino)-N-methyl-benzamide (56 mg, 0.189 mmol) in 2.27 mL of 2-methoxyethanol was added 57 μL of 4M HCl in Dioxane (0.227 mmol). The solution was heated to 110° C. for 5 hrs, followed by the addition of MP-Carbonate (135 mg, 0.43 mmol) at RT. The MP-Carbonate was filtered after 30 minutes and the resulting crude material was chromatographed (ISCO) to give 2-[5-... Starting materials: FC(C(=O)O)(F)F.C1CC12CC(NCC2)C(=O)NC2(CC2)C2=CC=C(C(=O)OC)C=C2 (methyl 4-(1-(6-azaspiro[2.5]octane-5-carboxamido)cyclopropyl)benzoate 2,2,2-trifluoroacetate), FC(C1=CC=C(CBr)C=C1)(F)F (4-(trifluoromethyl)-benzylbromide). Run in CC#N (MeCN), CC#N (MeCN). Reaction conditions: time 18 hour. Yields the product FC(C1=CC=C(CN2C(CC3(CC3)CC2)C(=O)NC2(CC2)C2=CC=C(C(=O)OC)C=C2)C=C1)(F)F (methyl 4-(1-(6-(4-(trifluoromethyl)benzyl)-6-azaspiro[2.5]octane-5-carboxamido)cyclopropyl)benzoate). Yield: 66.3%. RXN SMILES: FC(F)(F)C(O)=O.[CH2:8]1[C:10]2([CH2:15][CH2:14][NH:13][CH:12]([C:16]([NH:18][C:19]3([C:22]4[CH:31]=[CH:30][C:25]([C:26]([O:28][CH3:29])=[O:27])=[CH:24][CH:23]=4)[CH2:21][CH2:20]3)=[O:17])[CH2:11]2)[CH2:9]1.[F:32][C:33]([F:43])([F:42])[C:34]1[CH:41]=[CH:40][C:37]([CH2:38]Br)=[CH:36][CH:35]=1>CC#N>[F:32][C:33]([F:42])([F:43])[C:34]1[CH:41]=[CH:40][C:37]([CH2:38][N:13]2[CH2:14][CH2:15][C:10]3([CH2:9][CH2:8]3)[CH2:11][CH:12]2[C:16]([NH:18][C:19]2([C:22]3[CH:31]=[CH:30][C:25]([C:26]([O:28][CH3:29])=[O:27])=[CH:24][CH:23]=3)[CH2:20][CH2:21]2)=[O:17])=[CH:36][CH:35]=1 |f:0.1|. Procedure details: To a solution of methyl 4-(1-(6-azaspiro[2.5]octane-5-carboxamido)cyclopropyl)benzoate 2,2,2-trifluoroacetate (D89) (27 g, 61.03 mmol) in dry MeCN (900 ml) Cs2CO3 (39.7 g, 122.05 mmol) and a solution of 4-(trifluoromethyl)-benzylbromide (14.6 g, 61.03 mmol) in MeCN (50 ml) were added in sequence. The mixture was stirred at RT for 18 hrs. The solid was filtered off and solvents were evaporated. The residue was ri-dissolved in DCM (200 ml) and washed with H2O (3×100 ml) and NaCl sat. sol (50 ml). ... The reactants are CC(=O)C(Cc1ccc(S(C)(=O)=O)cc1Cl)C(=O)SC(C)(C)C, Nc1cc(O)ccc1F. The product is CC(=O)C(Cc1ccc(S(C)(=O)=O)cc1Cl)C(=O)Nc1cc(O)ccc1F. Reaction SMILES: [C:10]([S:11][C:15]([CH:16]([C:17]([CH3:18])=[O:19])[CH2:20][c:21]1[c:22]([Cl:31])[cH:23][c:24]([S:27](=[O:28])(=[O:29])[CH3:30])[cH:25][cH:26]1)=[O:32])([CH3:12])([CH3:13])[CH3:14].[NH2:1][c:2]1[cH:3][c:4]([OH:9])[cH:5][cH:6][c:7]1[F:8]>>[NH:1]([c:2]1[cH:3][c:4]([OH:9])[cH:5][cH:6][c:7]1[F:8])[C:15]([CH:16]([C:17]([CH3:18])=[O:19])[CH2:20][c:21]1[c:22]([Cl:31])[cH:23][c:24]([S:27](=[O:28])(=[O:29])[CH3:30])[cH:25][cH:26]1)=[O:32]. Starting materials: CC(C(=O)OC(C)(C)C)(COC1=C(C=C(C=C1)C1=NC=C(C=C1)C=1N(C=C(N1)C(F)(F)F)COCC[Si](C)(C)C)C)C (tert-butyl 2,2-dimethyl-3-[2-methyl-4-[5-[4-(trifluoromethyl)-1-(2-trimethylsilylethoxymethyl)-imidazol-2-yl]-2-pyridyl]phenoxy]propanoate). Solvent: FC(C(=O)O)(F)F (trifluoroacetic acid), O (water). Conditions: time 8 hour. The product is CC(C(=O)O)(COC1=C(C=C(C=C1)C1=NC=C(C=C1)C=1NC(=CN1)C(F)(F)F)C)C (2,2-dimethyl-3-[2-methyl-4-[5-[5-(trifluoromethyl)-1H-imidazol-2-yl]-2-pyridyl]phenoxy]propanoic acid). Yield: 82.9%. As a reaction SMILES: [CH3:1][C:2]([CH3:42])([CH2:10][O:11][C:12]1[CH:17]=[CH:16][C:15]([C:18]2[CH:23]=[CH:22][C:21]([C:24]3[N:25](COCC[Si](C)(C)C)[CH:26]=[C:27]([C:29]([F:32])([F:31])[F:30])[N:28]=3)=[CH:20][N:19]=2)=[CH:14][C:13]=1[CH3:41])[C:3]([O:5]C(C)(C)C)=[O:4]>FC(F)(F)C(O)=O.O>[CH3:1][C:2]([CH3:42])([CH2:10][O:11][C:12]1[CH:17]=[CH:16][C:15]([C:18]2[CH:23]=[CH:22][C:21]([C:24]3[NH:28][C:27]([C:29]([F:32])([F:30])[F:31])=[CH:26][N:25]=3)=[CH:20][N:19]=2)=[CH:14][C:13]=1[CH3:41])[C:3]([OH:5])=[O:4]. Procedure: In trifluoroacetic acid (5 mL) and water (0.5 mL) was dissolved tert-butyl 2,2-dimethyl-3-[2-methyl-4-[5-[4-(trifluoromethyl)-1-(2-trimethylsilylethoxymethyl)-imidazol-2-yl]-2-pyridyl]phenoxy]propanoate (103 mg), and the mixture was stirred at room temperature overnight. The residue obtained by concentrating the reaction mixture under reduced pressure was dissolved in tetrahydrofuran, and 1N aqueous sodium hydroxide solution was added to the mixture to adjust a pH thereof to 7. To the mixture we... Reactants: C(C)(=O)SCCCCCC(C(=O)O)CCC (7-acetylthio-2-propylheptanoic acid). Run in N (ammonia). Yields the product SCCCCCC(C(=O)O)CCC (7-mercapto-2-propylheptanoic acid). The yield is 60.3%. As a reaction SMILES: C([S:4][CH2:5][CH2:6][CH2:7][CH2:8][CH2:9][CH:10]([CH2:14][CH2:15][CH3:16])[C:11]([OH:13])=[O:12])(=O)C>N>[SH:4][CH2:5][CH2:6][CH2:7][CH2:8][CH2:9][CH:10]([CH2:14][CH2:15][CH3:16])[C:11]([OH:13])=[O:12]. Procedure details: A solution of 7-acetylthio-2-propylheptanoic acid (0.8 g) in 5 N methanolic ammonia (50 ml) was stirred for 2 hours at ambient temperature in an argon atmosphere and concentrated to dryness under reduced pressure. The residue was dissolved in a small amount of a mixture of water and methanol and passed through a column of ion-exchange resin (Dowex 50W, H+ type). The eluate with a mixture of water and methanol was concentrated to dryness under reduced pressure to give semisolid of 7-mercapto-2-pr... The reactants are Cc1nc(C(=O)N2CCCCC2Cc2oc3ccccc3c2Br)c(-c2ccc(F)cc2)s1, CCOC(C)=O, CN1CCCC1=O, N#C[Cu], O. Yields the product Cc1nc(C(=O)N2CCCCC2Cc2oc3ccccc3c2C#N)c(-c2ccc(F)cc2)s1. As a reaction SMILES: [Br:1][c:2]1[c:3]([CH2:11][CH:12]2[N:13]([C:18](=[O:19])[c:20]3[n:21][c:22]([CH3:32])[s:23][c:24]3-[c:25]3[cH:26][cH:27][c:28]([F:31])[cH:29][cH:30]3)[CH2:14][CH2:15][CH2:16][CH2:17]2)[o:4][c:5]2[c:6]1[cH:7][cH:8][cH:9][cH:10]2.[CH3:37][CH2:38][O:39][C:40](=[O:41])[CH3:42].[CH3:43][N:44]1[CH2:45][CH2:46][CH2:47][C:48]1=[O:49].[Cu:33][C:34]#[N:35].[OH2:36]>>[c:2]1([C:34]#[N:35])[c:3]([CH2:11][CH:12]2[N:13]([C:18](=[O:19])[c:20]3[n:21][c:22]([CH3:32])[s:23][c:24]3-[c:25]3[cH:26][cH:27][c:28]([F:31])[cH:29][cH:30]3)[CH2:14][CH2:15][CH2:16][CH2:17]2)[o:4][c:5]2[c:6]1[cH:7][cH:8][cH:9][cH:10]2. Reaction SMILES: [CH3:1][C:2]1[O:6][C:5]([C:7]2[CH:12]=[CH:11][CH:10]=[CH:9][CH:8]=2)=[N:4][C:3]=1[CH2:13][CH2:14][O:15][C:16]1[CH:33]=[CH:32][C:19]([CH2:20][CH:21]([C:27]([O:29]CC)=[O:28])[C:22]([O:24][CH2:25][CH3:26])=[O:23])=[CH:18][CH:17]=1.O.[OH-].[Na+].Cl>C(O)C.O1CCCC1>[CH2:25]([O:24][C:22]([CH:21]([CH2:20][C:19]1[CH:32]=[CH:33][C:16]([O:15][CH2:14][CH2:13][C:3]2[N:4]=[C:5]([C:7]3[CH:8]=[CH:9][CH:10]=[CH:11][CH:12]=3)[O:6][C:2]=2[CH3:1])=[CH:17][CH:18]=1)[C:27]([OH:29])=[O:28])=[O:23])[CH3:26] |f:2.3|. Yields the product C(C)OC(=O)C(C(=O)O)CC1=CC=C(C=C1)OCCC=1N=C(OC1C)C1=CC=CC=C1 (2-Ethoxycarbonyl-3-[4-[2-(5-methyl-2-phenyl-4-oxazolyl)ethoxy]phenyl]propionic acid). Reported procedure: Diethyl 4-[2-(5-methyl-2-phenyl-4-oxazolyl)ethoxy]benzylmalonate (4.60 g, 10.2 mmol) obtained in Example 55 was dissolved in a mixed solvent of ethanol (50 ml) and tetrahydrofuran (25 ml), and the mixture was stirred at room temperature for 18 hr. The solvent was evaporated to give a crude solid. Water (20 ml) and 1N sodium hydroxide (30 ml) were added to dissolve said crude solid. 1N Hydrochloric acid was added at 0° C., and the mixture was extracted three times with ethyl acetate (30 ml). The ... Solvent: C(C)O (ethanol), O1CCCC1 (tetrahydrofuran). Run at time 18 hour. Reactants: CC1=C(N=C(O1)C1=CC=CC=C1)CCOC1=CC=C(CC(C(=O)OCC)C(=O)OCC)C=C1 (Diethyl 4-[2-(5-methyl-2-phenyl-4-oxazolyl)ethoxy]benzylmalonate), Cl (Hydrochloric acid), O (Water), [OH-].[Na+] (sodium hydroxide). The reactants are Cc1cc(C(=O)[O-])cc2c1CCc1ccccc1S2=O, CCO, [Na+], [OH-], O. Product: O=C(O)c1ccc2c(c1)S(=O)c1ccccc1CC2. Reaction SMILES: [CH3:1][c:2]1[cH:3][c:4]([C:18](=[O:19])[O-:20])[cH:5][c:6]2[c:12]1[CH2:11][CH2:10][c:9]1[c:8]([cH:16][cH:15][cH:14][cH:13]1)[S:7]2=[O:17].[CH3:23][CH2:24][OH:25].[Na+:22].[OH-:21].[OH2:26]>>[cH:2]1[cH:3][c:4]([C:18](=[O:19])[OH:20])[cH:5][c:6]2[c:12]1[CH2:11][CH2:10][c:9]1[c:8]([cH:16][cH:15][cH:14][cH:13]1)[S:7]2=[O:17]. Reactants: C(C)(C)(C)C1=CC=C(C=C1)S(=O)(=O)NC1=NC=NC(=C1OC1=CC(=CC=C1)OC)OCCOC1=NC=C(C=N1)C(C)O (4-tert-butyl-N-[6-{2-(5-(1-hydroxyethyl)pyrimidin-2-yloxy)ethoxy}-5-(3-methoxyphenoxy)pyrimidin-4-yl]benzenesulfonamide), S(=O)(Cl)Cl (thionyl chloride). The solvent is C(Cl)Cl (methylene chloride). Run at time 2 hour. Product: C(C)(C)(C)C1=CC=C(C=C1)S(=O)(=O)NC1=NC=NC(=C1OC1=CC(=CC=C1)OC)OCCOC1=NC=C(C=N1)CC (4-tert-butyl-N-[6-{2-(5-ethylpyrimidin-2-yloxy)ethoxy}-5-(3-methoxyphenoxy)pyrimidin-4-yl]benzenesulfonamide). Yield: 93.9%. RXN SMILES: [C:1]([C:5]1[CH:10]=[CH:9][C:8]([S:11]([NH:14][C:15]2[C:20]([O:21][C:22]3[CH:27]=[CH:26][CH:25]=[C:24]([O:28][CH3:29])[CH:23]=3)=[C:19]([O:30][CH2:31][CH2:32][O:33][C:34]3[N:39]=[CH:38][C:37]([CH:40](O)[CH3:41])=[CH:36][N:35]=3)[N:18]=[CH:17][N:16]=2)(=[O:13])=[O:12])=[CH:7][CH:6]=1)([CH3:4])([CH3:3])[CH3:2].S(Cl)(Cl)=O>C(Cl)Cl>[C:1]([C:5]1[CH:6]=[CH:7][C:8]([S:11]([NH:14][C:15]2[C:20]([O:21][C:22]3[CH:27]=[CH:26][CH:25]=[C:24]([O:28][CH3:29])[CH:23]=3)=[C:19]([O:30][CH2:31][CH2:32][O:33][C:34]3[N:35]=[CH:36][C:37]([CH2:40][CH3:41])=[CH:38][N:39]=3)[N:18]=[CH:17][N:16]=2)(=[O:12])=[O:13])=[CH:9][CH:10]=1)([CH3:4])([CH3:3])[CH3:2]. Procedure details: To a solution of 4-tert-butyl-N-[6-{2-(5-(1-hydroxyethyl)pyrimidin-2-yloxy)ethoxy}-5-(3-methoxyphenoxy)pyrimidin-4-yl]benzenesulfonamide (150 mg) in methylene chloride (3 ml) is added thionyl chloride (90 mg), and the mixture is reacted at room temperature for 0.5 hour. The reaction solution is concentrated to dryness under reduced pressure, and to the residue are added 10% palladium-carbon (30 mg), triethylamine (76 mg) and ethanol (3 ml), and the mixture is stirred at room temperature for two ... The reactants are CCO, CC#CC1CN(S(=O)(=O)c2ccc(Cl)nc2)CCN1c1ccc(C(C)(O)C(F)(F)F)cc1, [NH4+], [OH-]. Product: CC#CC1CN(S(=O)(=O)c2ccc(N)nc2)CCN1c1ccc(C(C)(O)C(F)(F)F)cc1. As a reaction SMILES: [CH3:35][CH2:36][OH:37].[Cl:1][c:2]1[cH:3][cH:4][c:5]([S:8](=[O:9])(=[O:10])[N:11]2[CH2:12][CH:13]([C:30]#[C:31][CH3:32])[N:14]([c:17]3[cH:18][cH:19][c:20]([C:23]([C:24]([F:25])([F:26])[F:27])([CH3:28])[OH:29])[cH:21][cH:22]3)[CH2:15][CH2:16]2)[cH:6][n:7]1.[NH4+:33].[OH-:34]>>[c:2]1([NH2:33])[cH:3][cH:4][c:5]([S:8](=[O:9])(=[O:10])[N:11]2[CH2:12][CH:13]([C:30]#[C:31][CH3:32])[N:14]([c:17]3[cH:18][cH:19][c:20]([C:23]([C:24]([F:25])([F:26])[F:27])([CH3:28])[OH:29])[cH:21][cH:22]3)[CH2:15][CH2:16]2)[cH:6][n:7]1.